This data is from the Open Reaction Database (ORD), a public repository of structured organic reaction records. The task is: describe an organic reaction: reactants, conditions, products, and yield Reactants: N,N,N',N'-tetramethylenediamine, C(C)N(CCN)CC (N,N-diethylethylenediamine), C=1C=CC2=C(C1)C(=O)C3=C(C=CC(=C3C2=O)O)O (quinizarin). Yields the product C(C)N(CCNC1=CC=C(C=2C(C3=CC=CC=C3C(C12)=O)=O)NCCN(CC)CC)CC (1,4-bis(2-diethylaminoethylamino)anthraquinone). RXN SMILES: [CH2:1]([N:3]([CH2:7][CH3:8])[CH2:4][CH2:5][NH2:6])[CH3:2].[CH:9]1[CH:10]=[CH:11][C:12]2[C:23](=[O:24])[C:22]3[C:17](=[C:18](O)[CH:19]=[CH:20][C:21]=3O)[C:15](=[O:16])[C:13]=2[CH:14]=1>>[CH2:1]([N:3]([CH2:7][CH3:8])[CH2:4][CH2:5][NH:6][C:18]1[C:17]2[C:15](=[O:16])[C:13]3[C:12](=[CH:11][CH:10]=[CH:9][CH:14]=3)[C:23](=[O:24])[C:22]=2[C:21]([NH:6][CH2:5][CH2:4][N:3]([CH2:7][CH3:8])[CH2:1][CH3:2])=[CH:20][CH:19]=1)[CH3:2]. Reported procedure: A mixture of 42 ml. of N,N,N',N'-tetramethylenediamine, 17.43 g. of N,N-diethylethylenediamine and 12.01 g. of quinizarin is stirred and heated under reflux for 15 hours. The resulting solution is evaporated to dryness and a chloroform solution of the residue is filtered through 300 g. of alumina. The blue filtrate is chromatographed on silica gel in a Nylon® film column, developing with a chloroform:methanol (6:1) mixture. The major blue band is cut out and then eluted with a chloroform:methano... Reactants: CCOC(=O)CBr, CCCCCCc1ccc(C=CC(=O)c2ccc(OCC=C(C)C)cc2O)cc1, CC(C)=O, Cl, [K+], [OH-]. Yields the product CCCCCCc1ccc(C=CC(=O)c2ccc(OCC=C(C)C)cc2OCC(=O)OCC)cc1. As a reaction SMILES: [Br:32][CH2:33][C:34](=[O:35])[O:36][CH2:37][CH3:38].[CH2:1]([CH2:2][CH2:3][CH2:4][CH2:5][CH3:6])[c:7]1[cH:8][cH:9][c:10]([CH:13]=[CH:14][C:15](=[O:16])[c:17]2[c:18]([OH:29])[cH:19][c:20]([O:23][CH2:24][CH:25]=[C:26]([CH3:27])[CH3:28])[cH:21][cH:22]2)[cH:11][cH:12]1.[CH3:40][C:41](=[O:42])[CH3:43].[ClH:39].[K+:31].[OH-:30]>>[CH2:1]([CH2:2][CH2:3][CH2:4][CH2:5][CH3:6])[c:7]1[cH:8][cH:9][c:10]([CH:13]=[CH:14][C:15](=[O:16])[c:17]2[c:18]([O:29][CH2:33][C:34](=[O:35])[O:36][CH2:37][CH3:38])[cH:19][c:20]([O:23][CH2:24][CH:25]=[C:26]([CH3:27])[CH3:28])[cH:21][cH:22]2)[cH:11][cH:12]1. Yield: 30.6%. The product is FC1=CC=C(CN2C3C(C(=C(C2=O)C2=NS(C4=C(N2)C=CC(=C4)NS(=O)(=O)C)(=O)=O)O)CCCCCC3)C=C1 (N-{3-[1-(4-fluoro-benzyl)-4-hydroxy-2-oxo-1,2,4a,5,6,7,8,9,10,10a-decahydro-cycloocta[b]pyridin-3-yl]-1,1-dioxo-1,4-dihydro-1λ6-benzo[1,2,4]thiadiazin-7-yl}-methanesulfonamide). The solvent is C(C)O (ethanol), C(C)O (ethanol). Reported procedure: cis-2-{(4-Fluoro-benzyl)-[2-(7-methanesulfonylamino-1,1-dioxo-1,4-dihydro-1λ6-benzo[1,2,4]thiadiazin-3-yl)-acetyl]-amino}-cyclooctanecarboxylic acid methyl ester (0.241 g, 0.396 mmol) was dissolved in ethanol (4 mL), a 21% w/w solution of sodium ethoxide in ethanol (0.739 mL, 1.98 mmol) was added. The mixture was stirred at 60° C. for 4 h and allowed to cool to 25° C. The mixture was poured into a 0.5 M aqueous hydrochloric acid solution (100 mL). The product started to precipitate and was colle... Reactants: [O-]CC.[Na+] (sodium ethoxide), COC(=O)[C@H]1[C@H](CCCCCC1)N(C(CC1=NS(C2=C(N1)C=CC(=C2)NS(=O)(=O)C)(=O)=O)=O)CC2=CC=C(C=C2)F (cis-2-{(4-Fluoro-benzyl)-[2-(7-methanesulfonylamino-1,1-dioxo-1,4-dihydro-1λ6-benzo[1,2,4]thiadiazin-3-yl)-acetyl]-amino}-cyclooctanecarboxylic acid methyl ester), Cl (hydrochloric acid). RXN SMILES: C[O:2][C:3]([C@@H:5]1[CH2:12][CH2:11][CH2:10][CH2:9][CH2:8][CH2:7][C@@H:6]1[N:13]([CH2:34][C:35]1[CH:40]=[CH:39][C:38]([F:41])=[CH:37][CH:36]=1)[C:14](=[O:33])[CH2:15][C:16]1[NH:21][C:20]2[CH:22]=[CH:23][C:24]([NH:26][S:27]([CH3:30])(=[O:29])=[O:28])=[CH:25][C:19]=2[S:18](=[O:32])(=[O:31])[N:17]=1)=O.[O-]CC.[Na+].Cl>C(O)C>[F:41][C:38]1[CH:39]=[CH:40][C:35]([CH2:34][N:13]2[C:14](=[O:33])[C:15]([C:16]3[NH:21][C:20]4[CH:22]=[CH:23][C:24]([NH:26][S:27]([CH3:30])(=[O:29])=[O:28])=[CH:25][C:19]=4[S:18](=[O:32])(=[O:31])[N:17]=3)=[C:3]([OH:2])[CH:5]3[CH2:12][CH2:11][CH2:10][CH2:9][CH2:8][CH2:7][CH:6]23)=[CH:36][CH:37]=1 |f:1.2|. Conditions: temperature 60 celsius, time 4 hour. Product: CN1CCC(COCc2cc(-c3ccc(C#N)cc3)cc(C(F)(F)F)c2)(c2ccccc2)CC1. The reactants are [BH3-]C#N, C=O, CC(=O)O, CC#N, [Na+], N#Cc1ccc(-c2cc(COCC3(c4ccccc4)CCNCC3)cc(C(F)(F)F)c2)cc1. RXN SMILES: [C:36]([BH3-:37])#[N:38].[CH2:34]=[O:35].[CH3:40][C:41](=[O:42])[OH:43].[CH3:44][C:45]#[N:46].[Na+:39].[c:1]1([C:7]2([CH2:13][O:14][CH2:15][c:16]3[cH:17][c:18](-[c:26]4[cH:27][cH:28][c:29]([C:32]#[N:33])[cH:30][cH:31]4)[cH:19][c:20]([C:22]([F:23])([F:24])[F:25])[cH:21]3)[CH2:8][CH2:9][NH:10][CH2:11][CH2:12]2)[cH:2][cH:3][cH:4][cH:5][cH:6]1>>[c:1]1([C:7]2([CH2:13][O:14][CH2:15][c:16]3[cH:17][c:18](-[c:26]4[cH:27][cH:28][c:29]([C:32]#[N:33])[cH:30][cH:31]4)[cH:19][c:20]([C:22]([F:23])([F:24])[F:25])[cH:21]3)[CH2:8][CH2:9][N:10]([CH3:36])[CH2:11][CH2:12]2)[cH:2][cH:3][cH:4][cH:5][cH:6]1. Reactants: BrCC(=O)C1=CC(=CC(=C1)C(F)(F)F)F (2-bromo-1-(3-fluoro-5-trifluoromethyl-phenyl)-ethanone), NC(=S)N (thiourea). Solvent: CO (methanol). Conditions: temperature 0 celsius, time 1 hour. Yields the product Br.FC=1C=C(C=C(C1)C(F)(F)F)C=1N=C(SC1)N (4-(3-Fluoro-5-trifluoromethyl-phenyl)-thiazol-2-ylamine hydrobromide). As a reaction SMILES: [Br:1][CH2:2][C:3]([C:5]1[CH:10]=[C:9]([C:11]([F:14])([F:13])[F:12])[CH:8]=[C:7]([F:15])[CH:6]=1)=O.[NH2:16][C:17]([NH2:19])=[S:18]>CO>[BrH:1].[F:15][C:7]1[CH:6]=[C:5]([C:3]2[N:16]=[C:17]([NH2:19])[S:18][CH:2]=2)[CH:10]=[C:9]([C:11]([F:14])([F:13])[F:12])[CH:8]=1 |f:3.4|. Procedure details: A solution of 7.2 g of 2-bromo-1-(3-fluoro-5-trifluoromethyl-phenyl)-ethanone in 60 ml of methanol was treated at room temperature with 2.7 g of thiourea and boiled for 1 hour. 5.2 g of 4-(3-fluoro-5-trifluoromethyl-phenyl)-thiazol-2-ylamine hydrobromide separated as colorless crystals upon cooling to 0° C. and after the addition of 15 ml of diethyl ether. Starting materials: CC(C)(C)P(c1ccccc1-c1ccccc1)C(C)(C)C, CCC(N)CC, CC(C)(C)[O-], Cc1ccccc1, CCc1cnc(CC)c(Cl)n1, NC(CO)(CO)CO, [Na+], [Na+], O=C([O-])O. Product: CCc1cnc(CC)c(NC(CC)CC)n1. RXN SMILES: [C:18]([P:19]([C:20]([CH3:21])([CH3:22])[CH3:23])[c:24]1[cH:25][cH:26][cH:27][cH:28][c:29]1-[c:30]1[cH:31][cH:32][cH:33][cH:34][cH:35]1)([CH3:36])([CH3:37])[CH3:38].[CH2:12]([CH3:13])[CH:14]([CH2:15][CH3:16])[NH2:17].[CH3:39][C:40]([CH3:41])([O-:42])[CH3:43].[CH3:58][c:59]1[cH:60][cH:61][cH:62][cH:63][cH:64]1.[Cl:1][c:2]1[n:3][c:4]([CH2:10][CH3:11])[cH:5][n:6][c:7]1[CH2:8][CH3:9].[NH2:45][C:46]([CH2:47][OH:48])([CH2:49][OH:50])[CH2:51][OH:52].[Na+:44].[Na+:57].[O-:53][C:54]([OH:55])=[O:56]>>[c:2]1([NH:17][CH:14]([CH2:12][CH3:13])[CH2:15][CH3:16])[n:3][c:4]([CH2:10][CH3:11])[cH:5][n:6][c:7]1[CH2:8][CH3:9]. The reactants are ClC1=CC=C(N=N1)N1N=CC=2CN(CCC21)C(=O)OC(C)(C)C (tert-butyl 1-(6-chloropyridazin-3-yl)-1,4,6,7-tetrahydro-5H-pyrazolo[4,3-c]pyridine-5-carboxylate), Cl (HCl). The solvent is O1CCOCC1 (dioxane), O1CCOCC1 (dioxane). Run at time 8 hour. The product is Cl.ClC1=CC=C(N=N1)N1N=CC=2CNCCC21 (1-(6-chloropyridazin-3-yl)-4,5,6,7-tetrahydro-1H-pyrazolo[4,3-c]pyridine hydrochloride). As a reaction SMILES: [Cl:1][C:2]1[N:7]=[N:6][C:5]([N:8]2[C:16]3[CH2:15][CH2:14][N:13](C(OC(C)(C)C)=O)[CH2:12][C:11]=3[CH:10]=[N:9]2)=[CH:4][CH:3]=1.Cl>O1CCOCC1>[ClH:1].[Cl:1][C:2]1[N:7]=[N:6][C:5]([N:8]2[C:16]3[CH2:15][CH2:14][NH:13][CH2:12][C:11]=3[CH:10]=[N:9]2)=[CH:4][CH:3]=1 |f:3.4|. Procedure details: To a solution of tert-butyl 1-(6-chloropyridazin-3-yl)-1,4,6,7-tetrahydro-5H-pyrazolo[4,3-c]pyridine-5-carboxylate (2.14 g, 6.4 mmol) in dioxane (20 ml) is added 4N HCl in dioxane (20 mL, 80 mmol), and the mixture is stirred at rt overnight. The solvent is removed and the residue is washed with ether to give the title compound as a white solid. MS (M+1): 236.1. Starting materials: ClCCCN1C(CCC2=CC(=C(C=C12)F)F)=O (1-(3-chloropropyl)-6,7-difluoro-3,4-dihydro-1H-quinolin-2-one), C1(CC1)COC1CCNCC1 (4-cyclopropylmethoxypiperidine), [Na+].[I-] (NaI), C(=O)([O-])[O-].[K+].[K+] (K2CO3). Solvent: CC#N.CN(C)C=O (CH3CN DMF), O (water). Run at temperature 50 celsius, time 3 day. The product is C1(CC1)COC1CCN(CC1)CCCN1C(CCC2=CC(=C(C=C12)F)F)=O (1-[3-(4-Cyclopropylmethoxypiperidin-1-yl)propyl]-6,7-difluoro-3,4-dihydro-1H-quinolin-2-one). Isolated yield 81.5%. Reaction SMILES: Cl[CH2:2][CH2:3][CH2:4][N:5]1[C:14]2[C:9](=[CH:10][C:11]([F:16])=[C:12]([F:15])[CH:13]=2)[CH2:8][CH2:7][C:6]1=[O:17].[CH:18]1([CH2:21][O:22][CH:23]2[CH2:28][CH2:27][NH:26][CH2:25][CH2:24]2)[CH2:20][CH2:19]1.[Na+].[I-].C([O-])([O-])=O.[K+].[K+]>CC#N.CN(C=O)C.O>[CH:18]1([CH2:21][O:22][CH:23]2[CH2:28][CH2:27][N:26]([CH2:2][CH2:3][CH2:4][N:5]3[C:14]4[C:9](=[CH:10][C:11]([F:16])=[C:12]([F:15])[CH:13]=4)[CH2:8][CH2:7][C:6]3=[O:17])[CH2:25][CH2:24]2)[CH2:19][CH2:20]1 |f:2.3,4.5.6,7.8|. Reported procedure: A 4 ml vial was charged with 1-(3-chloropropyl)-6,7-difluoro-3,4-dihydro-1H-quinolin-2-one (78 mg, 0.30 mmol), 4-cyclopropylmethoxypiperidine (145LH49) (42 mg, 0.27 mmol), NaI (75 mg, 0.50 mmol), and K2CO3 (69 mg, 0.50 mmol) in CH3CN/DMF (1 ml, 50:50). The reaction was shaken at 50° C. for 3 days and the reaction was poured into water and extracted with EtOAc. The organic phase was washed with brine, dried (Na2SO4), filtered, and concentrated under reduced pressure. The oily residue was purified... Starting materials: CCOC1CCC(NC(=O)OC(C)(C)C)C1, ClCCl, O=C(O)C(F)(F)F. Yields the product CCOC1CCC(N)C1. Reaction SMILES: [C:1]([O:2][C:3](=[O:4])[NH:7][CH:8]1[CH2:9][CH:10]([O:13][CH2:14][CH3:15])[CH2:11][CH2:12]1)([CH3:5])([CH3:6])[CH3:16].[Cl:24][CH2:25][Cl:26].[OH:17][C:18]([C:19]([F:20])([F:21])[F:22])=[O:23]>>[NH2:7][CH:8]1[CH2:9][CH:10]([O:13][CH2:14][CH3:15])[CH2:11][CH2:12]1. The reactants are Cn1cc(C(=O)O)c(=O)c2cc3cc(F)c(Cl)cc3nc21, Fc1ccc(CN2CCNCC2)cc1, c1ccncc1. Yields the product Cn1cc(C(=O)O)c(=O)c2cc3cc(F)c(N4CCN(Cc5ccc(F)cc5)CC4)cc3nc21. Reaction SMILES: [Cl:1][c:2]1[c:3]([F:21])[cH:4][c:5]2[c:6]([n:7][c:8]3[n:9]([CH3:19])[cH:10][c:11]([C:16](=[O:17])[OH:18])[c:12](=[O:15])[c:13]3[cH:14]2)[cH:20]1.[F:22][c:23]1[cH:24][cH:25][c:26]([CH2:27][N:28]2[CH2:29][CH2:30][NH:31][CH2:32][CH2:33]2)[cH:34][cH:35]1.[cH:36]1[cH:37][cH:38][n:39][cH:40][cH:41]1>>[c:2]1([N:31]2[CH2:30][CH2:29][N:28]([CH2:27][c:26]3[cH:25][cH:24][c:23]([F:22])[cH:35][cH:34]3)[CH2:33][CH2:32]2)[c:3]([F:21])[cH:4][c:5]2[c:6]([n:7][c:8]3[n:9]([CH3:19])[cH:10][c:11]([C:16](=[O:17])[OH:18])[c:12](=[O:15])[c:13]3[cH:14]2)[cH:20]1.